This data is from the Open Reaction Database (ORD), a public repository of structured organic reaction records. The task is: describe an organic reaction: reactants, conditions, products, and yield Reactants: Cl.ClCCCCN(C)C (1-chloro-4-(dimethylamino)-butane hydrochloride), NC(=S)N (thiourea). The solvent is C(C)O (ethanol). Reaction conditions: time 24 hour. Product: Cl.Cl.CN(CCCCSC(N)=N)C (S-[4-(dimethylamino)butyl]isothiourea dihydrochloride). The yield is 84.4%. Reaction SMILES: [ClH:1].[Cl:2][CH2:3][CH2:4][CH2:5][CH2:6][N:7]([CH3:9])[CH3:8].[NH2:10][C:11]([NH2:13])=[S:12]>C(O)C>[ClH:2].[ClH:1].[CH3:8][N:7]([CH3:9])[CH2:6][CH2:5][CH2:4][CH2:3][S:12][C:11](=[NH:10])[NH2:13] |f:0.1,4.5.6|. Procedure details: A stirred mixture of 1-chloro-4-(dimethylamino)-butane hydrochloride (115 g), thiourea (51.9 g) and ethanol (500 ml) was heated under reflux for 24 hours then allowed to stand at 4° C. for 24 hours. The resulting solid was collected by filtration, washed with ether, and dried in vacuo at ambient temperature for 24 hours to give S-[4-(dimethylamino)butyl]isothiourea dihydrochloride as an off-white solid (140 g), m.p. 179°-182° C. Starting materials: N1(CCOCC1)CCC1=NN=C(S1)N (5-(2-Morpholin-4-yl-ethyl)-[1,3,4]thiadiazol-2-ylamine), N1N=C(C=C1)NC(=S)N ((1H-Pyrazol-3-yl)-thiourea). The product is N1(CCOCC1)CCC1=NN=C(S1)NC(=S)N ([5-(2-Morpholin-4-yl-ethyl)-[1,3,4]thiadiazol-2-yl}-thiourea). As a reaction SMILES: [N:1]1([CH2:7][CH2:8][C:9]2[S:13][C:12]([NH2:14])=[N:11][N:10]=2)[CH2:6][CH2:5][O:4][CH2:3][CH2:2]1.N1C=CC([NH:20][C:21](N)=[S:22])=N1>>[N:1]1([CH2:7][CH2:8][C:9]2[S:13][C:12]([NH:14][C:21]([NH2:20])=[S:22])=[N:11][N:10]=2)[CH2:2][CH2:3][O:4][CH2:5][CH2:6]1. Reported procedure: The titled compound is prepared from 5-(2-Morpholin-4-yl-ethyl)-[1,3,4]thiadiazol-2-ylamine (54b) following the procedure described for (1H-pyrazol-3-yl)-thiourea (35a) Reactants: Cl.N1=C(N=CC=C1)C(=O)O (2-pyrimidinecarboxylic acid hydrochloride), S(=O)(Cl)Cl (thionyl chloride). Solvent: C(Cl)(Cl)Cl (CHCl3). The product is N1=C(N=CC=C1)C(=O)Cl (2-pyrimidinecarbonyl Chloride). The yield is 67.0%. As a reaction SMILES: Cl.[N:2]1[CH:7]=[CH:6][CH:5]=[N:4][C:3]=1[C:8]([OH:10])=O.S(Cl)([Cl:13])=O>C(Cl)(Cl)Cl>[N:2]1[CH:7]=[CH:6][CH:5]=[N:4][C:3]=1[C:8]([Cl:13])=[O:10] |f:0.1|. Reported procedure: A stirred mixture of 0.837 g of 2-pyrimidinecarboxylic acid hydrochloride (prepared as described in S. Gronowitz et al. Ark. Chem, 1964, 22, 66-82), 30 mL of CHCl3 and 2 mL of thionyl chloride was heated at reflux for 12 h. After cooling to r.t., the suspension was filtered and the filtrate was evaporated to dryness in vacuo to afford 0.306 g (67%) of the title compound as a green solid used in the next step without further purification.